From a dataset of the Open Reaction Database (ORD), a public repository of structured organic reaction records. describe an organic reaction: reactants, conditions, products, and yield The reactants are Cl (hydrochloric acid), C(=O)NC=1SC(=C(N1)C(C(=O)OCC)=O)Cl (Ethyl (2-formamido-5-chlorothiazol-4-yl)glyoxylate), [OH-].[K+] (potassium hydroxide), NOCC(=O)OC(C)(C)C (tert-butyl 2-aminooxyacetate), C(C=O)(=O)OC=1N=C(SC1Cl)NC=O.[K] (potassium (2-formamido-5-chlorothiazol-4-yl) glyoxylate). Run in N1=CC=CC=C1 (pyridine), O1CCCC1 (tetrahydrofuran). Reaction conditions: time 10 minute. Product: C(C)(C)(C)OC(=O)CON=C(C(=O)O)C=1N=C(SC1Cl)NC=O (2-tert-butoxycarbonylmethoxyimino-2-(2-formamido-5-chlorothiazol-4yl)acetic acid). Yield: 42.3%. As a reaction SMILES: [CH:1]([NH:3][C:4]1[S:5][C:6]([Cl:16])=[C:7]([C:9](=O)[C:10]([O:12]CC)=[O:11])[N:8]=1)=[O:2].[OH-].[K+].C(OC1N=C(NC=O)SC=1Cl)(=O)C=O.[K].Cl.[NH2:35][O:36][CH2:37][C:38]([O:40][C:41]([CH3:44])([CH3:43])[CH3:42])=[O:39]>O1CCCC1.N1C=CC=CC=1>[C:41]([O:40][C:38]([CH2:37][O:36][N:35]=[C:9]([C:7]1[N:8]=[C:4]([NH:3][CH:1]=[O:2])[S:5][C:6]=1[Cl:16])[C:10]([OH:12])=[O:11])=[O:39])([CH3:44])([CH3:43])[CH3:42] |f:1.2,3.4,^1:32|. Procedure details: Ethyl (2-formamido-5-chlorothiazol-4-yl)glyoxylate (14.5 g) was added to a solution of 1N aqueous potassium hydroxide (110 ml) at ambient temperature, and the mixture was stirred for 10 minutes to prepare the solution of potassium (2-formamido-5-chlorothiazol-4-yl) glyoxylate. After this solution was adjusted to pH 2 with 10% hydrochloric acid under ice-cooling, thereto were added pyridine (20 ml) and a solution of tert-butyl 2-aminooxyacetate (10.3 g) in tetrahydrofuran (50 ml), followed by sti... Reactants: Clc1nc2ccccc2[nH]1, Nc1ccc(OC(F)(F)F)cc1. Product: Cl, FC(F)(F)Oc1ccc(Nc2nc3ccccc3[nH]2)cc1. Reaction SMILES: [Cl:1][c:2]1[nH:3][c:4]2[c:5]([n:6]1)[cH:7][cH:8][cH:9][cH:10]2.[F:11][C:12]([O:13][c:14]1[cH:15][cH:16][c:17]([NH2:18])[cH:19][cH:20]1)([F:21])[F:22]>>[ClH:1].[c:2]1([NH:18][c:17]2[cH:16][cH:15][c:14]([O:13][C:12]([F:11])([F:21])[F:22])[cH:20][cH:19]2)[nH:3][c:4]2[c:5]([n:6]1)[cH:7][cH:8][cH:9][cH:10]2. The reactants are ClC1=C(C=CC(=C1Cl)C1=CC=NC=C1)NC(C)=O (N-[2,3-Dichloro-4-(pyridin-4-yl)phenyl]acetamide). Solvent: [OH-].[Na+] (NaOH), C(C)O (ethanol). Product: ClC1=C(N)C=CC(=C1Cl)C1=CC=NC=C1 (2,3-Dichloro-4-(pyridin-4-yl)aniline). Yield: 59.0%. Reaction SMILES: [Cl:1][C:2]1[C:7]([Cl:8])=[C:6]([C:9]2[CH:14]=[CH:13][N:12]=[CH:11][CH:10]=2)[CH:5]=[CH:4][C:3]=1[NH:15]C(=O)C>[OH-].[Na+].C(O)C>[Cl:1][C:2]1[C:7]([Cl:8])=[C:6]([C:9]2[CH:14]=[CH:13][N:12]=[CH:11][CH:10]=2)[CH:5]=[CH:4][C:3]=1[NH2:15] |f:1.2|. Reported procedure: A stirred suspension of N-[2,3-dichloro-4-(pyridin-4-yl)phenyl]acetamide (D8, 1 g, 3.6 mmole) in a mixture of 2M NaOH solution and ethanol (30 ml) was heated under reflux for 36 hours. The mixture was concentrated in vacuo and the residue extracted with dichloromethane. The extract was dried (Na2SO4) and concentrated in vacuo to afford the title compound as an orange solid (59%).